The task is: describe an organic reaction: reactants, conditions, products, and yield. This data is from the Open Reaction Database (ORD), a public repository of structured organic reaction records. Reactants: S(=O)(=O)(O)O.C(N)(=N)N1CCNCC1 (1-amidinopiperazine sulfate), Cl (hydrochloric acid), C1=NC=CC=2C(=CC=CC12)S(=O)(=O)Cl (5-isoquinolinesulfonyl chloride), [OH-].[Na+] (sodium hydroxide), [OH-].[Na+] (sodium hydroxide), [OH-].[Na+] (sodium hydroxide), Cl (hydrochloric acid). Run in O (water), O1CCCC1 (tetrahydrofuran). Conditions: time 1 hour. Yields the product C(N)(=N)N1CCN(CC1)S(=O)(=O)C=1C=2C=CN=CC2C=CC1 (4-amidino-1-(5-isoquinolinesulfonyl)piperazine). Yield: 87.9%. Reaction SMILES: S(O)(O)(=O)=O.[C:6]([N:9]1[CH2:14][CH2:13][NH:12][CH2:11][CH2:10]1)(=[NH:8])[NH2:7].[CH:15]1[C:24]2[CH:23]=[CH:22][CH:21]=[C:20]([S:25](Cl)(=[O:27])=[O:26])[C:19]=2[CH:18]=[CH:17][N:16]=1.[OH-].[Na+].Cl>O.O1CCCC1>[C:6]([N:9]1[CH2:14][CH2:13][N:12]([S:25]([C:20]2[C:19]3[CH:18]=[CH:17][N:16]=[CH:15][C:24]=3[CH:23]=[CH:22][CH:21]=2)(=[O:26])=[O:27])[CH2:11][CH2:10]1)(=[NH:7])[NH2:8] |f:0.1,3.4|. Procedure details: In 30 ml of water was dissolved 3.9 g of 1-amidinopiperazine sulfate, and 60 ml of tetrahydrofuran solution containing 4.1 g of 5-isoquinolinesulfonyl chloride and 1N sodium hydroxide was added dropwise under cooling with ice so that the pH of the solution maintain the range from 8 to 8.5. After the dropwise addition, the mixture solution was stirred for one hour. The crystalline residue was discarded, and the pH of the aqueous layer was adjusted to 1 with an aqueous diluted hydrochloric acid so... The reactants are OC(CN1C=NC=C1)C1=C(C=CC=C1)OC (1-[2-hydroxy-2-(2-methoxyphenyl)ethyl]imidazole), SC1=CC=C(C(=O)OC)C=C1 (methyl 4-mercaptobenzoate), [Cl-].[Na+] (sodium chloride), C1(=CC=CC=C1)P(C1=CC=CC=C1)C1=CC=CC=C1 (triphenylphosphine), N(=NC(=O)OCC)C(=O)OCC (diethyl azodicarboxylate). Solvent: O1CCCC1 (tetrahydrofuran), O1CCCC1 (tetrahydrofuran), O1CCCC1 (tetrahydrofuran). Reaction conditions: time 20 minute. Yields the product COC1=C(C=CC=C1)C(CN1C=NC=C1)SC1=CC=C(C(=O)OC)C=C1 (Methyl 4-[1-(2-methoxyphenyl)-2-(imidazol-1-yl)ethylthio]benzoate). Yield: 23.2%. Reaction SMILES: C1(P(C2C=CC=CC=2)C2C=CC=CC=2)C=CC=CC=1.N(C(OCC)=O)=NC(OCC)=O.O[CH:33]([C:40]1[CH:45]=[CH:44][CH:43]=[CH:42][C:41]=1[O:46][CH3:47])[CH2:34][N:35]1[CH:39]=[CH:38][N:37]=[CH:36]1.[SH:48][C:49]1[CH:58]=[CH:57][C:52]([C:53]([O:55][CH3:56])=[O:54])=[CH:51][CH:50]=1.[Cl-].[Na+]>O1CCCC1>[CH3:47][O:46][C:41]1[CH:42]=[CH:43][CH:44]=[CH:45][C:40]=1[CH:33]([S:48][C:49]1[CH:50]=[CH:51][C:52]([C:53]([O:55][CH3:56])=[O:54])=[CH:57][CH:58]=1)[CH2:34][N:35]1[CH:39]=[CH:38][N:37]=[CH:36]1 |f:4.5|. Reported procedure: 685 mg of triphenylphosphine were added, at a temperature between 0° and 5° C., to a solution of 500 mg of diethyl azodicarboxylate in 6.17 ml of tetrahydrofuran, and the mixture was stirred for 20 minutes. A solution of 570 mg of 1-[2-hydroxy-2-(2-methoxyphenyl)ethyl]imidazole in 7 ml of tetrahydrofuran was added to the resulting solution at a temperature between -10° and -15° C., and the mixture was stirred for 20 minutes. A solution of 439 mg of methyl 4-mercaptobenzoate in 8.4 ml of tetrahyd...